From a dataset of the Open Reaction Database (ORD), a public repository of structured organic reaction records. describe an organic reaction: reactants, conditions, products, and yield Starting materials: ClC1=NC=C(C(=O)NCC2=CN(C3=CC(=CC=C3C2=O)Cl)C2=CC=CC=C2)C=C1 (6-chloro-N-((7-chloro-4-oxo-1-phenyl-1,4-dihydroquinolin-3-yl)methyl)nicotinamide), N1CCS(CC1)(=O)=O (thiomorpholine-1,1-dioxide). Yields the product ClC1=CC=C2C(C(=CN(C2=C1)C1=CC=CC=C1)CNC(C1=CN=C(C=C1)N1CCS(CC1)(=O)=O)=O)=O (N-(7-Chloro-4-oxo-1-phenyl-1,4-dihydro-quinolin-3-ylmethyl)-6-(1,1-dioxo-thiomorph-olin-4-yl)-nicotinamide). RXN SMILES: Cl[C:2]1[CH:29]=[CH:28][C:5]([C:6]([NH:8][CH2:9][C:10]2[C:19](=[O:20])[C:18]3[C:13](=[CH:14][C:15]([Cl:21])=[CH:16][CH:17]=3)[N:12]([C:22]3[CH:27]=[CH:26][CH:25]=[CH:24][CH:23]=3)[CH:11]=2)=[O:7])=[CH:4][N:3]=1.[NH:30]1[CH2:35][CH2:34][S:33](=[O:37])(=[O:36])[CH2:32][CH2:31]1>>[Cl:21][C:15]1[CH:14]=[C:13]2[C:18]([C:19](=[O:20])[C:10]([CH2:9][NH:8][C:6](=[O:7])[C:5]3[CH:28]=[CH:29][C:2]([N:30]4[CH2:35][CH2:34][S:33](=[O:37])(=[O:36])[CH2:32][CH2:31]4)=[N:3][CH:4]=3)=[CH:11][N:12]2[C:22]2[CH:23]=[CH:24][CH:25]=[CH:26][CH:27]=2)=[CH:17][CH:16]=1. Procedure: N-(7-Chloro-4-oxo-1-phenyl-1,4-dihydro-quinolin-3-ylmethyl)-6-(1,1-dioxo-thiomorph-olin-4-yl)-nicotinamide was prepared starting from intermediate E and thiomorpholine-1,1-dioxide. MS calcd. for C26H23ClN4O4S [(M+H)+] 523.1, obsd. 523.0. Reactants: CC1=C(C(=O)O)C=CC=N1 (2-methylnicotinic acid), Cl.CN(CCCN=C=NCC)C (1-(3-dimethylaminopropyl)-3-ethylcarbodiimide hydrochloride), O.ON1N=NC2=C1C=CC=C2 (1-hydroxybenzotriazole hydrate), N1C(CCCC1)C(=O)OCC (ethyl piperidine-2-carboxylate). Solvent: ClCCl (dichloromethane), C(C)N(CC)CC (triethylamine), O (water). Run at time 8 hour. Product: CC1=C(C(=O)N2C(CCCC2)C(=O)OCC)C=CC=N1 (ethyl N-(2-methylnicotinoyl)piperidine-2-carboxylate). Yield: 90.3%. As a reaction SMILES: Cl.CN(C)CCCN=C=NCC.O.ON1C2C=CC=CC=2N=N1.[NH:24]1[CH2:29][CH2:28][CH2:27][CH2:26][CH:25]1[C:30]([O:32][CH2:33][CH3:34])=[O:31].[CH3:35][C:36]1[N:44]=[CH:43][CH:42]=[CH:41][C:37]=1[C:38](O)=[O:39]>ClCCl.O.C(N(CC)CC)C>[CH3:35][C:36]1[N:44]=[CH:43][CH:42]=[CH:41][C:37]=1[C:38]([N:24]1[CH2:29][CH2:28][CH2:27][CH2:26][CH:25]1[C:30]([O:32][CH2:33][CH3:34])=[O:31])=[O:39] |f:0.1,2.3|. Procedure: 150.8 g of 1-(3-dimethylaminopropyl)-3-ethylcarbodiimide hydrochloride and 60.3 g of 1-hydroxybenzotriazole hydrate are added to a suspension of 82.4 g of ethyl piperidine-2-carboxylate in 500 cm3 of dichloromethane. The solution remains milky and 45 g of 2-methylnicotinic acid are added. The solution becomes clear and 161 cm3 of triethylamine are added. The mixture is kept stirred at ambient temperature overnight. The mixture is hydrolysed with 2×1 liter of water. The organic phase is then drie... Reactants: BrCCCOc1ccccc1OCc1ccccc1, Cc1ccc(CC2(O)CCNCC2)cc1. The product is Cc1ccc(CC2(O)CCN(CCCOc3ccccc3OCc3ccccc3)CC2)cc1. RXN SMILES: [Br:1][CH2:2][CH2:3][CH2:4][O:5][c:6]1[c:7]([O:12][CH2:13][c:14]2[cH:15][cH:16][cH:17][cH:18][cH:19]2)[cH:8][cH:9][cH:10][cH:11]1.[CH3:20][c:21]1[cH:22][cH:23][c:24]([CH2:25][C:26]2([OH:32])[CH2:27][CH2:28][NH:29][CH2:30][CH2:31]2)[cH:33][cH:34]1>>[CH2:2]([CH2:3][CH2:4][O:5][c:6]1[c:7]([O:12][CH2:13][c:14]2[cH:15][cH:16][cH:17][cH:18][cH:19]2)[cH:8][cH:9][cH:10][cH:11]1)[N:29]1[CH2:28][CH2:27][C:26]([CH2:25][c:24]2[cH:23][cH:22][c:21]([CH3:20])[cH:34][cH:33]2)([OH:32])[CH2:31][CH2:30]1. Reactants: CC(CNC)(C)N (1,1-Dimethyl-2-methylaminoethylamin), C(Cl)(Cl)Cl (chloroform), C(C)C(=O)CC (diethylketon), [OH-].[Na+] (NaOH). Product: CN1C(C(NC(C1)(C)C)(CC)CC)=O (1-Methyl-3,3-diethyl-5,5-dimethyl-piperazin-2-on). RXN SMILES: [CH3:1][C:2]([NH2:7])([CH3:6])[CH2:3][NH:4][CH3:5].[CH2:8]([C:10]([CH2:12][CH3:13])=O)[CH3:9].[OH-:14].[Na+].[CH:16](Cl)(Cl)Cl>>[CH3:5][N:4]1[CH2:3][C:2]([CH3:6])([CH3:1])[NH:7][C:10]([CH2:12][CH3:13])([CH2:8][CH3:9])[C:16]1=[O:14] |f:2.3|. Procedure details: In analogy to Example B21, 1,1-Dimethyl-2-methylaminoethylamin (prepared according M. Senkus, J. Am. Chem. Soc. 68,10 (1946)), diethylketon, chloroform and NaOH are reacted to give the title compound as a colorless oil.